describe an organic reaction: reactants, conditions, products, and yield From a dataset of the Open Reaction Database (ORD), a public repository of structured organic reaction records. Reactants: CCO, O=[N+]([O-])c1ccc2nsnc2c1, C1COCCO1, O, Cl[Sn]Cl. Yields the product Nc1ccc2nsnc2c1. As a reaction SMILES: [CH3:23][CH2:24][OH:25].[N+:1]([O-:2])(=[O:3])[c:4]1[cH:5][c:6]2[c:7]([n:8][s:9][n:10]2)[cH:11][cH:12]1.[O:17]1[CH2:18][CH2:19][O:20][CH2:21][CH2:22]1.[OH2:16].[Sn:13]([Cl:14])[Cl:15]>>[NH2:1][c:4]1[cH:5][c:6]2[c:7]([n:8][s:9][n:10]2)[cH:11][cH:12]1. Procedure: 1.5 g (5.97 mmol) (S)-5-biphenyl-4-ylmethylpyrrolidin-2-one (1, R1═H) is dissolved in 15 ml dry THF and cooled to −78° C. After the addition of 4.13 ml butyl lithium in hexane (1.59 M) the yellow solution is stirred at −78° C. for 30 min. Subsequently, 475 l (855 mg, 7.16 mmol) bromoacetonitrile is added and the mixture is warmed up to room temperature overnight. The reaction is then quenched on addition of 10 ml saturated NH4Cl solution followed by the addition of 6 ml water and the mixture is ... Reaction SMILES: [C:1]1([C:20]2[CH:25]=[CH:24][CH:23]=[CH:22][CH:21]=2)[CH:6]=[CH:5][C:4]([CH2:7][C@H:8]2[N:12]([C:13](=O)[C:14](C)(C)C)[C:11](=[O:19])[CH2:10][CH2:9]2)=[CH:3][CH:2]=1.C([Li])CCC.BrCC#[N:34]>C1COCC1.CCCCCC>[C:1]1([C:20]2[CH:25]=[CH:24][CH:23]=[CH:22][CH:21]=2)[CH:6]=[CH:5][C:4]([CH2:7][C@@H:8]2[CH2:9][CH2:10][C:11](=[O:19])[N:12]2[CH2:13][C:14]#[N:34])=[CH:3][CH:2]=1. Yields the product C1(=CC=C(C=C1)C[C@H]1N(C(CC1)=O)CC#N)C1=CC=CC=C1 (((S)-2-Biphenyl-4-ylmethyl-5-oxo-pyrrolidin-1-yl)acetonitrile). The solvent is CCCCCC (hexane), C1CCOC1 (THF). Reaction conditions: temperature -78 celsius, time 30 minute. Reactants: C(CCC)[Li] (butyl lithium), C1(=CC=C(C=C1)C[C@@H]1CCC(N1C(C(C)(C)C)=O)=O)C1=CC=CC=C1 ((S)-5-biphenyl-4-ylmethyl-1-(2,2-dimethylpropionyl)pyrrolidin-2-one), BrCC#N (bromoacetonitrile). Reactants: C(C)OC(C(=O)C1=CNC2=C(C=C(C=C12)Br)CC)=O ((5-bromo-7-ethyl-1H-indol-3-yl)-oxo-acetic acid ethyl ester), solution, [BH4-].[Li+] (lithium borohydride). The solvent is O1CCCC1 (tetrahydrofuran), O1CCCC1 (tetrahydrofuran). Run at temperature 90 celsius. Yields the product crude product, BrC=1C=C2C(=CNC2=C(C1)CC)CCO (2-(5-bromo-7-ethyl-1H-indol-3-yl)-ethanol). As a reaction SMILES: C([O:3][C:4](=O)[C:5]([C:7]1[C:15]2[C:10](=[C:11]([CH2:17][CH3:18])[CH:12]=[C:13]([Br:16])[CH:14]=2)[NH:9][CH:8]=1)=O)C.[BH4-].[Li+]>O1CCCC1>[Br:16][C:13]1[CH:14]=[C:15]2[C:10](=[C:11]([CH2:17][CH3:18])[CH:12]=1)[NH:9][CH:8]=[C:7]2[CH2:5][CH2:4][OH:3] |f:1.2|. Reported procedure: To a solution of (5-bromo-7-ethyl-1H-indol-3-yl)-oxo-acetic acid ethyl ester (1.55 g, 4.8 mmol) in tetrahydrofuran at room temperature under nitrogen was dropped a 2.0 M solution of lithium borohydride in tetrahydrofuran. The reaction mixture was heated at 90° C. oil bath for 5 hours. After cooling to room temperature, it was quenched with 5% hydrochloric acid solution until the excess lithium borohydride was destroyed. To the mixture was added saturated sodium bicarbonate solution and extracted... Starting materials: CCO, ClCc1cccc2ccccc12, Cl, Cc1cc(O)c(S)c(=O)o1, c1ccncc1. Product: Cc1cc(O)c(SCc2cccc3ccccc23)c(=O)o1. Reaction SMILES: [CH3:30][CH2:31][OH:32].[Cl:17][CH2:18][c:19]1[cH:20][cH:21][cH:22][c:23]2[cH:24][cH:25][cH:26][cH:27][c:28]12.[ClH:29].[OH:1][c:2]1[c:3]([SH:10])[c:4](=[O:9])[o:5][c:6]([CH3:8])[cH:7]1.[cH:11]1[cH:12][cH:13][n:14][cH:15][cH:16]1>>[OH:1][c:2]1[c:3]([S:10][CH2:18][c:19]2[cH:20][cH:21][cH:22][c:23]3[cH:24][cH:25][cH:26][cH:27][c:28]23)[c:4](=[O:9])[o:5][c:6]([CH3:8])[cH:7]1. Starting materials: [BH4-], CO, CCOC(=O)COC(c1cccc(F)c1F)C1CCCN(C(=O)OC(C)(C)C)C1, [Na+]. The product is CC(C)(C)OC(=O)N1CCCC(C(OCCO)c2cccc(F)c2F)C1. As a reaction SMILES: [BH4-:30].[CH3:32][OH:33].[F:1][c:2]1[c:3]([CH:9]([CH:10]2[CH2:11][N:12]([C:16](=[O:17])[O:18][C:19]([CH3:20])([CH3:21])[CH3:22])[CH2:13][CH2:14][CH2:15]2)[O:23][CH2:24][C:25](=[O:26])[O:27][CH2:28][CH3:29])[cH:4][cH:5][cH:6][c:7]1[F:8].[Na+:31]>>[F:1][c:2]1[c:3]([CH:9]([CH:10]2[CH2:11][N:12]([C:16](=[O:17])[O:18][C:19]([CH3:20])([CH3:21])[CH3:22])[CH2:13][CH2:14][CH2:15]2)[O:23][CH2:24][CH2:25][OH:26])[cH:4][cH:5][cH:6][c:7]1[F:8]. Reported procedure: Cholesterol sulfate was converted to the free acid form by cation exchange chromatography in a methanol/chloroform/water (5:4:1) solvent. The free acid form (120 mg) was dissolved in 2 ml of chloroform, and this solution was added to a round bottom flask containing 40 mg minoxidil and 370 mg of PC. The flask was gently agitated until the components were completely dissolved. The solution was dried to a thin lipid film in a round bottom flask with rotary evaporation and lyophilization, as above. ... Starting materials: S(=O)(=O)(O)O[C@@H]1CC2=CC[C@H]3[C@@H]4CC[C@H]([C@@H](CCCC(C)C)C)[C@]4(CC[C@@H]3[C@]2(CC1)C)C (Cholesterol sulfate), C=1C(=[N+](C(=NC1N2CCCCC2)N)[O-])N (minoxidil), CO.C(Cl)(Cl)Cl.O (methanol chloroform water), C=1C(=[N+](C(=NC1N2CCCCC2)N)[O-])N (minoxidil). The solvent is C(Cl)(Cl)Cl (chloroform). As a reaction SMILES: [S:1]([O:5][C@H:6]1[CH2:30][CH2:29][C@@:28]2([CH3:31])[C:8](=[CH:9][CH2:10][C@@H:11]3[C@@H:27]2[CH2:26][CH2:25][C@@:24]2([CH3:32])[C@H:12]3[CH2:13][CH2:14][C@@H:15]2[C@H:16]([CH3:23])[CH2:17][CH2:18][CH2:19][CH:20]([CH3:22])[CH3:21])[CH2:7]1)([OH:4])(=[O:3])=[O:2].CO.C(Cl)(Cl)Cl.O.[CH:40]1[C:41]([NH2:54])=[N+:42]([O-:53])[C:43]([NH2:52])=[N:44][C:45]=1[N:46]1[CH2:51][CH2:50][CH2:49][CH2:48][CH2:47]1>C(Cl)(Cl)Cl>[CH:40]1[C:41]([NH2:54])=[N+:42]([O-:53])[C:43]([NH2:52])=[N:44][C:45]=1[N:46]1[CH2:51][CH2:50][CH2:49][CH2:48][CH2:47]1.[S:1]([O:5][C@H:6]1[CH2:30][CH2:29][C@@:28]2([CH3:31])[C:8](=[CH:9][CH2:10][C@@H:11]3[C@@H:27]2[CH2:26][CH2:25][C@@:24]2([CH3:32])[C@H:12]3[CH2:13][CH2:14][C@@H:15]2[C@H:16]([CH3:23])[CH2:17][CH2:18][CH2:19][CH:20]([CH3:22])[CH3:21])[CH2:7]1)([OH:4])(=[O:2])=[O:3] |f:1.2.3,6.7|. Yields the product C=1C(=[N+](C(=NC1N2CCCCC2)N)[O-])N.S(=O)(=O)(O)O[C@@H]1CC2=CC[C@H]3[C@@H]4CC[C@H]([C@@H](CCCC(C)C)C)[C@]4(CC[C@@H]3[C@]2(CC1)C)C (Minoxidil Cholesterol Sulfate). Reactants: O=C([O-])O, CC(C)CN, Cc1ccccc1, O=C1OC(=O)c2cc(Cl)ccc21, [Na+], Cc1ccc(S(=O)(=O)O)cc1. The product is CC(C)CN1C(=O)c2ccc(Cl)cc2C1=O. RXN SMILES: [C:36](=[O:37])([OH:38])[O-:39].[CH2:13]([CH:14]([CH3:15])[CH3:16])[NH2:17].[CH3:29][c:30]1[cH:31][cH:32][cH:33][cH:34][cH:35]1.[Cl:1][c:2]1[cH:3][c:4]2[c:5]([cH:11][cH:12]1)[C:6](=[O:7])[O:8][C:9]2=[O:10].[Na+:40].[c:18]1([CH3:19])[cH:20][cH:21][c:22]([S:23]([OH:24])(=[O:25])=[O:26])[cH:27][cH:28]1>>[Cl:1][c:2]1[cH:3][c:4]2[c:5]([cH:11][cH:12]1)[C:6](=[O:8])[N:17]([CH2:13][CH:14]([CH3:15])[CH3:16])[C:9]2=[O:10]. Reactants: CCCNc1ccc(C(=O)N2CCCC(CC(=O)OC)c3ccccc32)c(Cl)c1, CCO, Cl, [Na+], [OH-]. Product: CCCNc1ccc(C(=O)N2CCCC(CC(=O)O)c3ccccc32)c(Cl)c1. As a reaction SMILES: [CH3:1][O:2][C:3](=[O:4])[CH2:5][CH:6]1[CH2:7][CH2:8][CH2:9][N:10]([C:17]([c:18]2[c:19]([Cl:28])[cH:20][c:21]([NH:24][CH2:25][CH2:26][CH3:27])[cH:22][cH:23]2)=[O:29])[c:11]2[c:12]1[cH:13][cH:14][cH:15][cH:16]2.[CH3:33][CH2:34][OH:35].[ClH:32].[Na+:31].[OH-:30]>>[O:2]=[C:3]([OH:4])[CH2:5][CH:6]1[CH2:7][CH2:8][CH2:9][N:10]([C:17]([c:18]2[c:19]([Cl:28])[cH:20][c:21]([NH:24][CH2:25][CH2:26][CH3:27])[cH:22][cH:23]2)=[O:29])[c:11]2[c:12]1[cH:13][cH:14][cH:15][cH:16]2. Starting materials: CN1C(NC=2C(C1=O)=C(N(N2)CC2=CC=CC1=CC=CC=C21)C2=CC=NC=C2)=O (5-methyl-2-(1-naphthylmethyl)-3-pyridin-4-yl-2H-pyrazolo[3,4-d]pyrimidine-4,6(5H,7H)-dione), BrCC=1C=C(C(=O)OC)C=CC1 (methyl 3-(bromomethyl)benzoate), C([O-])([O-])=O.[K+].[K+] (potassium carbonate). Solvent: CN(C)C=O (DMF). The product is CN1C(N(C=2C(C1=O)=C(N(N2)CC2=CC=CC1=CC=CC=C21)C2=CC=NC=C2)CC=2C=C(C(=O)OC)C=CC2)=O (methyl 3-{[5-methyl-2-(1-naphthylmethyl)-4,6-dioxo-3-pyridin-4-yl-2,4,5,6-tetrahydro-7H-pyrazolo[3,4-d]pyrimidin-7-yl]methyl}benzoate). RXN SMILES: [CH3:1][N:2]1[C:7](=[O:8])[C:6]2=[C:9]([C:23]3[CH:28]=[CH:27][N:26]=[CH:25][CH:24]=3)[N:10]([CH2:12][C:13]3[C:22]4[C:17](=[CH:18][CH:19]=[CH:20][CH:21]=4)[CH:16]=[CH:15][CH:14]=3)[N:11]=[C:5]2[NH:4][C:3]1=[O:29].Br[CH2:31][C:32]1[CH:33]=[C:34]([CH:39]=[CH:40][CH:41]=1)[C:35]([O:37][CH3:38])=[O:36].C(=O)([O-])[O-].[K+].[K+]>CN(C=O)C>[CH3:1][N:2]1[C:7](=[O:8])[C:6]2=[C:9]([C:23]3[CH:24]=[CH:25][N:26]=[CH:27][CH:28]=3)[N:10]([CH2:12][C:13]3[C:22]4[C:17](=[CH:18][CH:19]=[CH:20][CH:21]=4)[CH:16]=[CH:15][CH:14]=3)[N:11]=[C:5]2[N:4]([CH2:31][C:32]2[CH:33]=[C:34]([CH:39]=[CH:40][CH:41]=2)[C:35]([O:37][CH3:38])=[O:36])[C:3]1=[O:29] |f:2.3.4|. Procedure details: This compound was synthesized by the reaction of 5-methyl-2-(1-naphthylmethyl)-3-pyridin-4-yl-2H-pyrazolo[3,4-d]pyrimidine-4,6(5H,7H)-dione and methyl 3-(bromomethyl)benzoate using potassium carbonate as a base in DMF at 80° C.